This data is from the Open Reaction Database (ORD), a public repository of structured organic reaction records. The task is: describe an organic reaction: reactants, conditions, products, and yield Procedure: Intermediate 1 was coupled with 2-Isobutyl-piperazine-1-carboxylic acid tert-butyl ester following procedure B. LC-MS showed the product had the expected M+H+ of 445. Starting materials: ClC1=NC=CC(=N1)C=1C=C(C=O)C=CC1 (3-(2-Chloro-pyrimidin-4-yl)-benzaldehyde), C(C)(C)(C)OC(=O)N1C(CNCC1)CC(C)C (2-Isobutyl-piperazine-1-carboxylic acid tert-butyl ester), 445. Yields the product C(C)(C)(C)OC(=O)N1C(CN(CC1)CC1=CC(=CC=C1)C1=NC(=NC=C1)Cl)CC(C)C (4-[3-(2-Chloro-pyrimidin-4-yl)-benzyl]-2-isobutyl-piperazine-1-carboxylic acid tert-butyl ester). Reaction SMILES: [Cl:1][C:2]1[N:7]=[C:6]([C:8]2[CH:9]=[C:10]([CH:13]=[CH:14][CH:15]=2)[CH:11]=O)[CH:5]=[CH:4][N:3]=1.[C:16]([O:20][C:21]([N:23]1[CH2:28][CH2:27][NH:26][CH2:25][CH:24]1[CH2:29][CH:30]([CH3:32])[CH3:31])=[O:22])([CH3:19])([CH3:18])[CH3:17]>>[C:16]([O:20][C:21]([N:23]1[CH2:28][CH2:27][N:26]([CH2:11][C:10]2[CH:13]=[CH:14][CH:15]=[C:8]([C:6]3[CH:5]=[CH:4][N:3]=[C:2]([Cl:1])[N:7]=3)[CH:9]=2)[CH2:25][CH:24]1[CH2:29][CH:30]([CH3:32])[CH3:31])=[O:22])([CH3:19])([CH3:18])[CH3:17].